Dataset: the Open Reaction Database (ORD), a public repository of structured organic reaction records. Task: describe an organic reaction: reactants, conditions, products, and yield The reactants are CCOC(=O)CNC(=O)Nc1ccc(N2CCC(=O)CC2)cc1, CS(=O)(=O)Nc1cc(C(O)CN)ccc1O. The product is CCOC(=O)CNC(=O)Nc1ccc(N2CCC(NCC(O)c3ccc(O)c(NS(C)(=O)=O)c3)CC2)cc1. Reaction SMILES: [CH2:1]([CH3:2])[O:3][C:4]([CH2:5][NH:6][C:7](=[O:8])[NH:9][c:10]1[cH:11][cH:12][c:13]([N:16]2[CH2:17][CH2:18][C:19](=[O:22])[CH2:20][CH2:21]2)[cH:14][cH:15]1)=[O:23].[NH2:24][CH2:25][CH:26]([OH:27])[c:28]1[cH:29][cH:30][c:31]([OH:39])[c:32]([NH:34][S:35](=[O:36])(=[O:37])[CH3:38])[cH:33]1>>[CH2:1]([CH3:2])[O:3][C:4]([CH2:5][NH:6][C:7](=[O:8])[NH:9][c:10]1[cH:11][cH:12][c:13]([N:16]2[CH2:17][CH2:18][CH:19]([NH:24][CH2:25][CH:26]([OH:27])[c:28]3[cH:29][cH:30][c:31]([OH:39])[c:32]([NH:34][S:35](=[O:36])(=[O:37])[CH3:38])[cH:33]3)[CH2:20][CH2:21]2)[cH:14][cH:15]1)=[O:23]. Reactants: BrC=1C=C(C=CC1F)C=1N=C(N=NC1)C1=C(C=C(C=C1)F)F (5-(3-Bromo-4-fluorophenyl)-3-(2,4-difluorophenyl)-[1,2,4]triazine), FC=1C=NC=C(C1[Sn](CCCC)(CCCC)CCCC)F (3,5-difluoro-4-tributylstannylpyridine). Product: FC=1C=NC=C(C1C=1C=C(C=CC1F)C=1N=C(N=NC1)C1=C(C=C(C=C1)F)F)F (5-[3-(3,5-difluoropyridin-4-yl)-4-fluorophenyl]-3-(2,4-difluorophenyl)-[1,2,4]triazine). Reaction SMILES: Br[C:2]1[CH:3]=[C:4]([C:9]2[N:10]=[C:11]([C:15]3[CH:20]=[CH:19][C:18]([F:21])=[CH:17][C:16]=3[F:22])[N:12]=[N:13][CH:14]=2)[CH:5]=[CH:6][C:7]=1[F:8].[F:23][C:24]1[CH:25]=[N:26][CH:27]=[C:28]([F:43])[C:29]=1[Sn](CCCC)(CCCC)CCCC>>[F:23][C:24]1[CH:25]=[N:26][CH:27]=[C:28]([F:43])[C:29]=1[C:2]1[CH:3]=[C:4]([C:9]2[N:10]=[C:11]([C:15]3[CH:20]=[CH:19][C:18]([F:21])=[CH:17][C:16]=3[F:22])[N:12]=[N:13][CH:14]=2)[CH:5]=[CH:6][C:7]=1[F:8]. Procedure details: 5-(3-Bromo-4-fluorophenyl)-3-(2,4-difluorophenyl)-[1,2,4]triazine was coupled to 3,5-difluoro-4-tributylstannylpyridine using the method of Example 6 to give 5-[3-(3,5-difluoropyridin-4-yl)-4-fluorophenyl]-3-(2,4-difluorophenyl)-[1,2,4]triazine, crystallised from hot 2-propanol as a pale yellow solid: δH (500 MHz, d6-DMSO) 7.35 (1H, m), 7.52 (1H, m), 7.79 (1H, t, J 8.9 Hz), 8.34 (1H, m), 8.71 (2H, m), 8.79 (2H, s), 10.13 (1H, s); m/z (ES+) 401.